Dataset: the Open Reaction Database (ORD), a public repository of structured organic reaction records. Task: describe an organic reaction: reactants, conditions, products, and yield Reactants: CC(C)(C(N)=O)N1CCN(Cc2cc3nc(Cl)nc(N4CCOCC4)c3s2)CC1, CC1(C)OB(c2cnc(N)c3ccc(F)cc23)OC1(C)C. Product: CC(C)(C(N)=O)N1CCN(Cc2cc3nc(-c4cnc(N)c5ccc(F)cc45)nc(N4CCOCC4)c3s2)CC1. Reaction SMILES: [Cl:1][c:2]1[n:3][c:4]([N:24]2[CH2:25][CH2:26][O:27][CH2:28][CH2:29]2)[c:5]2[c:6]([n:7]1)[cH:8][c:9]([CH2:11][N:12]1[CH2:13][CH2:14][N:15]([C:18]([C:19](=[O:20])[NH2:21])([CH3:22])[CH3:23])[CH2:16][CH2:17]1)[s:10]2.[F:30][c:31]1[cH:32][c:33]2[c:34]([B:42]3[O:43][C:44]([CH3:45])([CH3:46])[C:47]([CH3:48])([CH3:49])[O:50]3)[cH:35][n:36][c:37]([NH2:41])[c:38]2[cH:39][cH:40]1>>[c:2]1(-[c:34]2[c:33]3[cH:32][c:31]([F:30])[cH:40][cH:39][c:38]3[c:37]([NH2:41])[n:36][cH:35]2)[n:3][c:4]([N:24]2[CH2:25][CH2:26][O:27][CH2:28][CH2:29]2)[c:5]2[c:6]([n:7]1)[cH:8][c:9]([CH2:11][N:12]1[CH2:13][CH2:14][N:15]([C:18]([C:19](=[O:20])[NH2:21])([CH3:22])[CH3:23])[CH2:16][CH2:17]1)[s:10]2. Reactants: [BH3-]C#N.[Na+] (NaCNBH3), NC1=NNC2=NC=NC(=C21)NC2=CC(=CC=C2)Cl (3-amino-4-(3-chloro-phenylamino)-1H-pyrazolo[3,4-d]pyrimidine), CNC(=O)C=1C=C(C=O)C=CC1 (3-(methylamino-carbonyl)-benzaldehyde), C(C)(=O)O (acetic acid). RXN SMILES: [NH2:1][C:2]1[C:10]2[C:5](=[N:6][CH:7]=[N:8][C:9]=2[NH:11][C:12]2[CH:17]=[CH:16][CH:15]=[C:14]([Cl:18])[CH:13]=2)[NH:4][N:3]=1.[CH3:19][NH:20][C:21]([C:23]1[CH:24]=[C:25]([CH:28]=[CH:29][CH:30]=1)[CH:26]=O)=[O:22].C(O)(=O)C.[BH3-]C#N.[Na+]>CO.CN1C(=O)N(C)CC1>[Cl:18][C:14]1[CH:13]=[C:12]([NH:11][C:9]2[N:8]=[CH:7][N:6]=[C:5]3[NH:4][N:3]=[C:2]([NH:1][CH2:26][C:25]4[CH:28]=[CH:29][CH:30]=[C:23]([C:21]([NH:20][CH3:19])=[O:22])[CH:24]=4)[C:10]=23)[CH:17]=[CH:16][CH:15]=1 |f:3.4|. Procedure: A solution of 261 mg (1.0 mmol) of 3-amino-4-(3-chloro-phenylamino)-1H-pyrazolo[3,4-d]pyrimidine (see Step 15.1) and 245 mg (1.5 mmol) of 3-(methylamino-carbonyl)-benzaldehyde in 26 ml of methanol, 26 ml of DMEU and 180 mg (3.0 mmol) of acetic acid is stirred for 1 hour at RT. Then 440 mg (7.0 mmol) of NaCNBH3 are added and the reaction mixture is stirred for 9 days at RT. The methanol is evaporated off from the reaction solution using a rotary evaporator, the residue is poured into 0.6 liter of... Run at time 9 day. Yields the product ClC=1C=C(C=CC1)NC1=C2C(=NC=N1)NN=C2NCC2=CC(=CC=C2)C(=O)NC (4-(3-chloro-phenylamino)-3-[3-(methylaminocarbonyl)-benzylamino]-1H-pyrazolo[3,4-d]pyrimidine). The solvent is CO (methanol), CN1CCN(C1=O)C (DMEU). The reactants are BrCC(CO)O (3-bromo-1,2-propanediol), COC(OC)OC (trimethylorthoformate), C1(=CC=C(C=C1)S(=O)(=O)O)C (p-toluenesulfonic acid). Solvent: C1=CC=CC=C1 (benzene). Run at time 20 hour. Yields the product BrC[C@H]1O[C@@H](OC1)OC (trans 4-(bromomethyl)-2-methoxy-1,3-dioxolane). Yield: 96.0%. Reaction SMILES: [Br:1][CH2:2][CH:3]([OH:6])[CH2:4][OH:5].[CH3:7][O:8][CH:9](OC)OC.C1(C)C=CC(S(O)(=O)=O)=CC=1>C1C=CC=CC=1>[Br:1][CH2:2][C@@H:3]1[CH2:4][O:5][C@@H:7]([O:8][CH3:9])[O:6]1. Reported procedure: To a solution of 3-bromo-1,2-propanediol (6.0 g, 38.7 mmol) in benzene (90 mL) was added trimethylorthoformate (4.23 mL, 38.7 mmol, 1 eq.) and p-toluenesulfonic acid (pTSA, few crystals). The mixture was stirred for 20 hr at 85°-90° C., then cooled to room temperature and benzene was removed under reduced pressure. The crude material was obtained in 96% yield (7.26 g) as a mixture of cis and trans isomers in a 1:1 ratio. Starting materials: [Na] (Sodium), ClCCCS(=O)(=O)NC1=NOC(=N1)[C@@H](CC(=O)OC(C)(C)C)CCCC1CCCCC1 (tert-butyl(3R)-3-(3-{[(3-chloropropyl)sulfonyl]amino}-1,2,4-oxadiazol-5-yl)-6-cyclohexylhexanoate), [Na] (sodium). The solvent is CO (MeOH), CO (MeOH). Conditions: time 3 day. The product is C1(CCCCC1)CCC[C@H](CC(=O)O)C1=NC(=NO1)N1S(CCC1)(=O)=O ((3R)-6-cyclohexyl-3-[3-(1,1-dioxido-2-isothiazolidinyl)-1,2,4-oxadiazol-5-yl]hexanoic acid). The yield is 105.3%. RXN SMILES: [Na].Cl[CH2:3][CH2:4][CH2:5][S:6]([NH:9][C:10]1[N:14]=[C:13]([C@H:15]([CH2:24][CH2:25][CH2:26][CH:27]2[CH2:32][CH2:31][CH2:30][CH2:29][CH2:28]2)[CH2:16][C:17]([O:19]C(C)(C)C)=[O:18])[O:12][N:11]=1)(=[O:8])=[O:7]>CO>[CH:27]1([CH2:26][CH2:25][CH2:24][C@@H:15]([C:13]2[O:12][N:11]=[C:10]([N:9]3[CH2:3][CH2:4][CH2:5][S:6]3(=[O:8])=[O:7])[N:14]=2)[CH2:16][C:17]([OH:19])=[O:18])[CH2:32][CH2:31][CH2:30][CH2:29][CH2:28]1 |^1:0|. Procedure: Sodium metal (114 mg, 5.00 mmol) was added in portions to MeOH (10 ml) at 0° C. and stirred until all of the sodium had dissolved (˜10 minutes). A solution of tert-butyl(3R)-3-(3-{[(3-chloropropyl)sulfonyl]amino}-1,2,4-oxadiazol-5-yl)-6-cyclohexylhexanoate (preparation 45) (245 mg, 0.50 mmol) in MeOH (3 ml) was added to the reaction mixture and was stirred under a nitrogen atmosphere for 3 days warming to room temperature over this time. The reaction was quenched with H2O and the solvent removed... The reactants are C12(CC3CC(CC(C1)C3)C2)CO (adamantane-1-methanol), C=O (Paraformaldehyde), C12(CC3CC(CC(C1)C3)C2)CO (adamantane-1-methanol), Cl (hydrogen chloride). Reaction conditions: time 12 hour. Product: ClCOCC12CC3CC(CC(C1)C3)C2 (1-adamantylmethyl chloromethyl ether). Reaction SMILES: [CH2:1]=[O:2].[C:3]12([CH2:13]O)[CH2:12][CH:7]3[CH2:8][CH:9]([CH2:11][CH:5]([CH2:6]3)[CH2:4]1)[CH2:10]2.[ClH:15]>>[Cl:15][CH2:1][O:2][CH2:13][C:3]12[CH2:12][CH:7]3[CH2:6][CH:5]([CH2:11][CH:9]([CH2:8]3)[CH2:10]1)[CH2:4]2. Reported procedure: Paraformaldehyde was added to adamantane-1-methanol, and a hydrogen chloride gas was injected at 2.5 equivalent amounts per this adamantane-1-methanol. Then, the reaction was conducted at a temperature of 50° C. for 12 hours. After the completion of the reaction, the product was distillated under reduced pressure so as to obtain 1-adamantylmethyl chloromethyl ether (compound 3) represented by the following chemical formula (60).